Dataset: the Open Reaction Database (ORD), a public repository of structured organic reaction records. Task: describe an organic reaction: reactants, conditions, products, and yield The product is COC(C(C)C1=CC2=C(C(C3=C(C=C2)C=CC=C3)=O)C=C1)=O (2-(5H-dibenzo[a,d]cyclohepten-5-on-2-yl)propionic acid methyl ester). Starting materials: [N+](=[N-])=C (diazomethane), C1=C(C=CC=2C(C3=C(C=CC21)C=CC=C3)=O)C(C(=O)O)C (2-(5H-dibenzo[a,d]cyclohepten-5-on-2-yl)propionic acid). Reported procedure: 5.0 G. of 2-(5H-dibenzo[a,d]cyclohepten-5-on-2-yl)propionic acid (preparation described infra) is suspended in 50 ml. of dioxane, added to excess ethereal diazomethane and stirred until dissolution is complete and evaporated to dryness. Purification as in part A on silica gel affords a nearly quantitative yield of 2-(5H-dibenzo[a,d]cyclohepten-5-on-2-yl)propionic acid methyl ester as in part A. RXN SMILES: [CH:1]1[C:11]2[CH:10]=[CH:9][C:8]3[CH:12]=[CH:13][CH:14]=[CH:15][C:7]=3[C:6](=[O:16])[C:5]=2[CH:4]=[CH:3][C:2]=1[CH:17]([CH3:21])[C:18]([OH:20])=[O:19].[N+](=[CH2:24])=[N-]>O1CCOCC1>[CH3:24][O:19][C:18](=[O:20])[CH:17]([C:2]1[CH:3]=[CH:4][C:5]2[C:6](=[O:16])[C:7]3[CH:15]=[CH:14][CH:13]=[CH:12][C:8]=3[CH:9]=[CH:10][C:11]=2[CH:1]=1)[CH3:21]. Run in O1CCOCC1 (dioxane). The reactants are COc1cc(-c2nnc3sc(-c4ccc(C)c([N+](=O)[O-])c4)nn23)cc(OC)c1OC, CO, [Na+], [OH-], O, Cl[Sn]Cl. Yields the product COc1cc(-c2nnc3sc(-c4ccc(C)c(N)c4)nn23)cc(OC)c1OC. RXN SMILES: [CH3:1][c:2]1[c:3]([N+:28]([O-:29])=[O:30])[cH:4][c:5](-[c:8]2[n:9][n:10]3[c:11]([s:12]2)[n:13][n:14][c:15]3-[c:16]2[cH:17][c:18]([O:26][CH3:27])[c:19]([O:24][CH3:25])[c:20]([O:22][CH3:23])[cH:21]2)[cH:6][cH:7]1.[CH3:36][OH:37].[Na+:35].[OH-:34].[OH2:38].[Sn:31]([Cl:32])[Cl:33]>>[CH3:1][c:2]1[c:3]([NH2:28])[cH:4][c:5](-[c:8]2[n:9][n:10]3[c:11]([s:12]2)[n:13][n:14][c:15]3-[c:16]2[cH:17][c:18]([O:26][CH3:27])[c:19]([O:24][CH3:25])[c:20]([O:22][CH3:23])[cH:21]2)[cH:6][cH:7]1. The product is C(C1=CC=CC=C1)C1(CCC(CC1)OC=1C=C2CCC(OC2=CC1)C1=CC=CC=C1)NS(=O)C(C)(C)C (2-methyl-propane-2-sulfinic acid [1-benzyl-4-(2-phenyl-chroman-6-yloxy)-cyclohexyl]-amide). Procedure details: To a solution of 352 mg of 4-(2-phenyl-chroman-6-yloxy)-cyclohexanone (1.1 mmol) in 10 ml of tetrahydrofuran at room temperature 0.46 ml of titanium(IV) ethoxide (2.18 mmol) and 139 mg of tert-butylsulfinamide (1.15 mmol) were added and the resulting solution heated to reflux for 16 h. The solution was cooled to 0° C. and 1.09 ml of benzylmagnesium chloride (2M in tetrahydrofuran, 2.18 mmol) were added. The mixture was stirred at room temperature for 16 h and additional 1.09 ml of benzylmagnesiu... Reaction SMILES: [C:1]1([CH:7]2[CH2:16][CH2:15][C:14]3[C:9](=[CH:10][CH:11]=[C:12]([O:17][CH:18]4[CH2:23][CH2:22][C:21](=O)[CH2:20][CH2:19]4)[CH:13]=3)[O:8]2)[CH:6]=[CH:5][CH:4]=[CH:3][CH:2]=1.[C:25]([S:29]([NH2:31])=[O:30])([CH3:28])([CH3:27])[CH3:26].[CH2:32]([Mg]Cl)[C:33]1[CH:38]=[CH:37][CH:36]=[CH:35][CH:34]=1.O>O1CCCC1.[O-]CC.[Ti+4].[O-]CC.[O-]CC.[O-]CC>[CH2:32]([C:21]1([NH:31][S:29]([C:25]([CH3:28])([CH3:27])[CH3:26])=[O:30])[CH2:22][CH2:23][CH:18]([O:17][C:12]2[CH:13]=[C:14]3[C:9](=[CH:10][CH:11]=2)[O:8][CH:7]([C:1]2[CH:6]=[CH:5][CH:4]=[CH:3][CH:2]=2)[CH2:16][CH2:15]3)[CH2:19][CH2:20]1)[C:33]1[CH:38]=[CH:37][CH:36]=[CH:35][CH:34]=1 |f:5.6.7.8.9|. The reagents and catalysts are [O-]CC.[Ti+4].[O-]CC.[O-]CC.[O-]CC (titanium(IV) ethoxide). Conditions: temperature 0 celsius, time 16 hour. Yield: 43.5%. Run in O1CCCC1 (tetrahydrofuran). The reactants are C1(=CC=CC=C1)C1OC2=CC=C(C=C2CC1)OC1CCC(CC1)=O (4-(2-phenyl-chroman-6-yloxy)-cyclohexanone), C(C)(C)(C)S(=O)N (tert-butylsulfinamide), C(C1=CC=CC=C1)[Mg]Cl (benzylmagnesium chloride), O (water), C(C1=CC=CC=C1)[Mg]Cl (benzylmagnesium chloride). Starting materials: O=C(NC1CCCCC1C(=O)O)c1ccccc1, CCN=C=NCCCN(C)C, C[O-], CO, CC#N, Cl, Cl, [Na+], C1CCOC1. Product: COC(=O)C1CCCCC1NC(=O)c1ccccc1. RXN SMILES: [C:1]([c:2]1[cH:3][cH:4][cH:5][cH:6][cH:7]1)(=[O:8])[NH:9][CH:10]1[CH:11]([C:16](=[O:17])[OH:18])[CH2:12][CH2:13][CH2:14][CH2:15]1.[CH3:20][N:21]([CH3:22])[CH2:23][CH2:24][CH2:25][N:26]=[C:27]=[N:28][CH2:29][CH3:30].[CH3:31][O-:32].[CH3:35][OH:36].[CH3:42][C:43]#[N:44].[ClH:19].[ClH:34].[Na+:33].[O:37]1[CH2:38][CH2:39][CH2:40][CH2:41]1>>[C:1]([c:2]1[cH:3][cH:4][cH:5][cH:6][cH:7]1)(=[O:8])[NH:9][CH:10]1[CH:11]([C:16]([O:17][CH3:20])=[O:18])[CH2:12][CH2:13][CH2:14][CH2:15]1. Starting materials: CC(C(=O)Cl)c1ccc(Br)cc1, [Li]CCCC, CC1NC(=O)OC1c1ccccc1, C1CCOC1. Product: CC(C(=O)N1C(=O)OC(c2ccccc2)C1C)c1ccc(Br)cc1. RXN SMILES: [Br:19][c:20]1[cH:21][cH:22][c:23]([CH:26]([C:27](=[O:28])[Cl:29])[CH3:30])[cH:24][cH:25]1.[CH2:14]([Li:15])[CH2:16][CH2:17][CH3:18].[CH3:1][CH:2]1[NH:3][C:4](=[O:13])[O:5][CH:6]1[c:7]1[cH:8][cH:9][cH:10][cH:11][cH:12]1.[O:31]1[CH2:32][CH2:33][CH2:34][CH2:35]1>>[CH3:1][CH:2]1[N:3]([C:27]([CH:26]([c:23]2[cH:22][cH:21][c:20]([Br:19])[cH:25][cH:24]2)[CH3:30])=[O:28])[C:4](=[O:13])[O:5][CH:6]1[c:7]1[cH:8][cH:9][cH:10][cH:11][cH:12]1. The reactants are CN(C)C=O, O=S(Cl)Cl, Oc1ncnc2sccc12. Product: Clc1ncnc2sccc12. As a reaction SMILES: [O:15]=[CH:16][N:17]([CH3:18])[CH3:19].[S:11]([Cl:12])([Cl:13])=[O:14].[n:1]1[cH:2][n:3][c:4]([OH:10])[c:5]2[c:6]1[s:7][cH:8][cH:9]2>>[n:1]1[cH:2][n:3][c:4]([Cl:13])[c:5]2[c:6]1[s:7][cH:8][cH:9]2. Starting materials: 4-hydroxybenzoic acid amidoxime, CN(C)CCOC1=C(C(=O)O)C=CC=C1 (2-[2-(N,N-dimethylamino)ethyl]oxy-benzoic acid), Cl.N=C=N (carbodiimide hydrochloride), OC1=CC=CC=2NN=NC21 (hydroxybenzotriazole). The solvent is CN(C)C=O (DMF). The product is CN(C)CCOC1=C(C=CC=C1)C1=NC(=NO1)C1=CC=C(C=C1)O (5-{2-[2-(N,N-dimethylamino)ethyl]oxy-phenyl}-3-(4-hydroxy-phenyl)-1,2,4-oxadiazole). Reaction SMILES: [CH3:1][N:2]([CH2:4][CH2:5][O:6][C:7]1[CH:15]=[CH:14][CH:13]=[CH:12][C:8]=1[C:9]([OH:11])=O)[CH3:3].Cl.[NH:17]=[C:18]=[NH:19].[OH:20][C:21]1[C:29]2N=NN[C:25]=2[CH:24]=[CH:23][CH:22]=1>CN(C=O)C>[CH3:3][N:2]([CH2:4][CH2:5][O:6][C:7]1[CH:15]=[CH:14][CH:13]=[CH:12][C:8]=1[C:9]1[O:11][N:19]=[C:18]([C:24]2[CH:25]=[CH:29][C:21]([OH:20])=[CH:22][CH:23]=2)[N:17]=1)[CH3:1] |f:1.2|. Procedure details: 2,45 g of 2-[2-(N,N-dimethylamino)ethyl]oxy-benzoic acid are dissolved with 1.91 g of N-ethyl-N-dimethylaminopropyl)carbodiimide hydrochloride and catalytic amounts of hydroxybenzotriazole in 50 ml of DMF. After 15 minutes 1.52 g of 4-hydroxybenzoic acid amidoxime are added and the mixture is heated for 15 minutes at 700 W in the microwave. It is concentrated by evaporation, the residue is taken up in ethyl acetate, washed with water, dried over sodium sulphate and concentrated by evaporation in... Reactants: c1(cc(nc(n1)N)C)C, C(c1cc([N+](=O)[O-])c(cc1)F)(F)(F)F. The reagents and catalysts are c1ccc(cc1)-c2c3ccccc3cc4ccccc24 (9-Phenylanthracene), CC(=O)[O-].[Cs+]   (CsOAc). The solvent is C1CCOC1 (THF). Run at temperature 110 celsius, time 18 hour. Product: Cc1cc(C)nc(Nc2ccc(cc2[N+](=O)[O-])C(F)(F)F)n1. RXN SMILES: [O-:1][N+:2]([c:4]1[c:9](F)[cH:8][cH:7][c:6]([C:10]([F:13])([F:12])[F:11])[cH:5]1)=[O:3].[CH3:14][c:15]1[n:22][c:20]([NH2:21])[n:19][c:17]([CH3:18])[cH:16]1>>[CH3:14][c:15]1[n:22][c:20]([NH:21][c:9]2[c:4]([N+:2]([O-:1])=[O:3])[cH:5][c:6]([C:10]([F:13])([F:12])[F:11])[cH:7][cH:8]2)[n:19][c:17]([CH3:18])[cH:16]1. The reactants are CN1CCC(CC1)N1CCC(CC1)N1N=C(C=2C1=NC=NC2N)C2=CC=C(C=C2)OC2=CC=CC=C2 (1-[1-(1-methyl-4-piperidinyl)-4-piperidinyl]-3-(4-phenoxyphenyl)-1H-pyrazolo[3,4-d]pyrimidin-4-amine), C(\C=C/C(=O)O)(=O)O (maleic acid). The solvent is C(C)(=O)OCC (ethyl acetate), C(C)(=O)OCC (ethyl acetate). Conditions: time 2 hour. Yields the product C(\C=C/C(=O)O)(=O)O.C(\C=C/C(=O)O)(=O)O.C(\C=C/C(=O)O)(=O)O.CN1CCC(CC1)N1CCC(CC1)N1N=C(C=2C1=NC=NC2N)C2=CC=C(C=C2)OC2=CC=CC=C2 (1-[1-(1-methyl-4-piperidinyl)-4-piperidinyl]-3-(4-phenoxyphenyl)-1H-pyrazolo[3,4-d]pyrimidin-4-amine, trimaleate salt). The yield is 85.4%. Reaction SMILES: [CH3:1][N:2]1[CH2:7][CH2:6][CH:5]([N:8]2[CH2:13][CH2:12][CH:11]([N:14]3[C:18]4=[N:19][CH:20]=[N:21][C:22]([NH2:23])=[C:17]4[C:16]([C:24]4[CH:29]=[CH:28][C:27]([O:30][C:31]5[CH:36]=[CH:35][CH:34]=[CH:33][CH:32]=5)=[CH:26][CH:25]=4)=[N:15]3)[CH2:10][CH2:9]2)[CH2:4][CH2:3]1.[C:37]([OH:44])(=[O:43])/[CH:38]=[CH:39]\[C:40]([OH:42])=[O:41]>C(OCC)(=O)C>[C:37]([OH:44])(=[O:43])/[CH:38]=[CH:39]\[C:40]([OH:42])=[O:41].[C:37]([OH:44])(=[O:43])/[CH:38]=[CH:39]\[C:40]([OH:42])=[O:41].[C:37]([OH:44])(=[O:43])/[CH:38]=[CH:39]\[C:40]([OH:42])=[O:41].[CH3:1][N:2]1[CH2:7][CH2:6][CH:5]([N:8]2[CH2:13][CH2:12][CH:11]([N:14]3[C:18]4=[N:19][CH:20]=[N:21][C:22]([NH2:23])=[C:17]4[C:16]([C:24]4[CH:29]=[CH:28][C:27]([O:30][C:31]5[CH:32]=[CH:33][CH:34]=[CH:35][CH:36]=5)=[CH:26][CH:25]=4)=[N:15]3)[CH2:10][CH2:9]2)[CH2:4][CH2:3]1 |f:3.4.5.6|. Reported procedure: 1-[1-(1-methyl-4-piperidinyl)-4-piperidinyl]-3-(4-phenoxyphenyl)-1H-pyrazolo[3,4-d]pyrimidin-4-amine (92 mg, 0.190 mmol) was dissolved in 25 ml of hot ethyl acetate and maleic acid(66 mg, 0.571 mmol) in 5 ml of hot ethyl acetate was added. After 2 hours at room temperature, the solid was filtered and then dried to give 135 mg of 1-[1-(1-methyl-4-piperidinyl)-4-piperidinyl]-3-(4-phenoxyphenyl)-1H-pyrazolo[3,4-d]pyrimidin-4-amine, trimaleate salt. 1H NMR (DMSO) 1.87 (m, 2H), 2.22 (m, 4), 2.45 (m, ...